Dataset: the Open Reaction Database (ORD), a public repository of structured organic reaction records. Task: describe an organic reaction: reactants, conditions, products, and yield Starting materials: Cc1ccccc1, COC(=O)C1=Cc2cccc(OC)c2CC1, [Cl-], [NH4+]. Yields the product COc1cccc2c1CCC(CO)=C2. As a reaction SMILES: [CH3:19][c:20]1[cH:21][cH:22][cH:23][cH:24][cH:25]1.[CH3:1][O:2][c:3]1[c:4]2[c:9]([cH:10][cH:11][cH:12]1)[CH:8]=[C:7]([C:13](=[O:14])[O:15][CH3:16])[CH2:6][CH2:5]2.[Cl-:17].[NH4+:18]>>[CH3:1][O:2][c:3]1[c:4]2[c:9]([cH:10][cH:11][cH:12]1)[CH:8]=[C:7]([CH2:13][OH:14])[CH2:6][CH2:5]2. The reactants are CC12CC(NC=3C=CC=C(C13)NC2)=O ((±)-2a-Methyl-1,2,2a,5-tetrahydropyrrolo[4,3,2-de]quinolin-4(3H)-one), BrN1C(CCC1=O)=O (N-bromosuccinimide). The solvent is C(Cl)Cl (CH2Cl2). Run at time 5 hour. Product: BrC1=CC=C2C=3C(CC(NC13)=O)(CN2)C ((±)-6-Bromo-2a-methyl-1,2,2a,5-tetrahydropyrrolo[4,3,2-de]quinolin-4(3H)-one). Reaction SMILES: [CH3:1][C:2]12[CH2:13][NH:12][C:10]3[C:11]1=[C:6]([CH:7]=[CH:8][CH:9]=3)[NH:5][C:4](=[O:14])[CH2:3]2.[Br:15]N1C(=O)CCC1=O>C(Cl)Cl>[Br:15][C:7]1[C:6]2[NH:5][C:4](=[O:14])[CH2:3][C:2]3([CH3:1])[CH2:13][NH:12][C:10]([C:11]=23)=[CH:9][CH:8]=1. Procedure details: To a solution of (±)-2a-methyl-1,2,2a,5-tetrahydropyrrolo[4,3,2-de]quinolin-4(3H)-one from Step A (525 mg, 2.79 mmol) in CH2Cl2 (15 mL) at 0° C. was added N-bromosuccinimide (496 mg, 2.79 mmol) and the mixture was allowed to warm slowly to ambient temperature. After 5 h, the reaction mixture was quenched with saturated aqueous NaHCO3 (10 mL) and extracted with EtOAc (150 mL). The organic layer was washed with brine, dried over Na2SO4, filtered, and concentrated in vacuo. The crude product was pu... Reactants: BrC1=CC=CC(=N1)C1=NC(=CC=C1)C1=C(C=C(C=C1)C)O (6-bromo-6′-(2-hydroxy-4-methylphenyl)-2,2′-bipyridine), CC=1C=CC(=C(C1)B(O)O)O (5-methyl-2-hydroxyphenylboronic acid). The product is OC1=C(C=CC(=C1)C)C1=CC=CC(=N1)C1=NC(=CC=C1)C1=C(C=CC(=C1)C)O (6-(2-Hydroxy-4-methylphenyl)-6′-(2-hydroxy-5-methylphenyl)-2,2′-bipyridine). The yield is 44.0%. As a reaction SMILES: Br[C:2]1[N:7]=[C:6]([C:8]2[CH:13]=[CH:12][CH:11]=[C:10]([C:14]3[CH:19]=[CH:18][C:17]([CH3:20])=[CH:16][C:15]=3[OH:21])[N:9]=2)[CH:5]=[CH:4][CH:3]=1.[CH3:22][C:23]1[CH:24]=[CH:25][C:26]([OH:32])=[C:27](B(O)O)[CH:28]=1>>[OH:21][C:15]1[CH:16]=[C:17]([CH3:20])[CH:18]=[CH:19][C:14]=1[C:10]1[N:9]=[C:8]([C:6]2[CH:5]=[CH:4][CH:3]=[C:2]([C:25]3[CH:24]=[C:23]([CH3:22])[CH:28]=[CH:27][C:26]=3[OH:32])[N:7]=2)[CH:13]=[CH:12][CH:11]=1. Procedure details: 6-(2-Hydroxy-4-methylphenyl)-6′-(2-hydroxy-5-methylphenyl)-2,2′-bipyridine was prepared from 6-bromo-6′-(2-hydroxy-4-methylphenyl)-2,2′-bipyridine and 5-methyl-2-hydroxyphenylboronic acid in 44% yield using method F; δH [2H6]-DMSO 13.60,(1H, b), 13.10,(1H, b), 8.32,(2H, t), 8.23,(2H, m), 8.13,(2H, d), 8.03,(1H, d), 7.95,(1H, s), 7.18,(1H, d), 6.92,(1H, d), 6.83,(2H, m), 2.33,(3H, s), 2.34,(3H, s); MS 369 (MH)+; HPLC retention time (system 1) 4.46 minutes. Reactants: O=C([O-])O, CCC12CCC3C4=C(CCC3C1CCC2=O)CC(=O)CC4, CO, Cl, [Na+], O. Yields the product CCC12CCC3C4CCC(=O)C=C4CCC3C1CCC2=O. RXN SMILES: [C:25](=[O:26])([OH:27])[O-:28].[CH2:1]([CH3:2])[C:3]12[C:4](=[O:21])[CH2:5][CH2:6][CH:7]1[CH:8]1[CH:9]([CH2:10][CH2:11]2)[C:12]2=[C:17]([CH2:16][C:15](=[O:20])[CH2:14][CH2:13]2)[CH2:18][CH2:19]1.[CH3:22][OH:23].[ClH:24].[Na+:29].[OH2:30]>>[CH2:1]([CH3:2])[C:3]12[C:4](=[O:21])[CH2:5][CH2:6][CH:7]1[CH:8]1[CH:9]([CH2:10][CH2:11]2)[CH:12]2[CH2:13][CH2:14][C:15](=[O:20])[CH:16]=[C:17]2[CH2:18][CH2:19]1. Reactants: O=C(c1csc(Br)c1)N1CCCCC1, O=C([O-])[O-], COCCOC, CCO, OB(O)c1ccccc1Cl, [Cs+], [Cs+]. Product: O=C(c1csc(-c2ccccc2Cl)c1)N1CCCCC1. RXN SMILES: [Br:1][c:2]1[cH:3][c:4]([C:7](=[O:8])[N:9]2[CH2:10][CH2:11][CH2:12][CH2:13][CH2:14]2)[cH:5][s:6]1.[C:25](=[O:26])([O-:27])[O-:28].[CH2:31]([CH2:32][O:33][CH3:34])[O:35][CH3:36].[CH3:37][CH2:38][OH:39].[Cl:15][c:16]1[c:17]([B:22]([OH:23])[OH:24])[cH:18][cH:19][cH:20][cH:21]1.[Cs+:29].[Cs+:30]>>[c:2]1(-[c:17]2[c:16]([Cl:15])[cH:21][cH:20][cH:19][cH:18]2)[cH:3][c:4]([C:7](=[O:8])[N:9]2[CH2:10][CH2:11][CH2:12][CH2:13][CH2:14]2)[cH:5][s:6]1. Reactants: C1CCOC1, COc1cc(CBr)cc(OC)c1OC, CCOC(C)=O, Clc1ccc(C2(CCCOC3CCCCO3)CCNC2)cc1Cl, [K+], [K+], O=C([O-])[O-], O. Product: COc1cc(CN2CCC(CCCOC3CCCCO3)(c3ccc(Cl)c(Cl)c3)C2)cc(OC)c1OC. RXN SMILES: [CH2:44]1[O:45][CH2:46][CH2:47][CH2:48]1.[CH3:30][O:31][c:32]1[cH:33][c:34]([CH2:35][Br:36])[cH:37][c:38]([O:42][CH3:43])[c:39]1[O:40][CH3:41].[CH3:50][CH2:51][O:52][C:53](=[O:54])[CH3:55].[Cl:1][c:2]1[cH:3][c:4]([C:9]2([CH2:14][CH2:15][CH2:16][O:17][CH:18]3[O:19][CH2:20][CH2:21][CH2:22][CH2:23]3)[CH2:10][CH2:11][NH:12][CH2:13]2)[cH:5][cH:6][c:7]1[Cl:8].[K+:24].[K+:25].[O-:26][C:27]([O-:28])=[O:29].[OH2:49]>>[Cl:1][c:2]1[cH:3][c:4]([C:9]2([CH2:14][CH2:15][CH2:16][O:17][CH:18]3[O:19][CH2:20][CH2:21][CH2:22][CH2:23]3)[CH2:10][CH2:11][N:12]([CH2:35][c:34]3[cH:33][c:32]([O:31][CH3:30])[c:39]([O:40][CH3:41])[c:38]([O:42][CH3:43])[cH:37]3)[CH2:13]2)[cH:5][cH:6][c:7]1[Cl:8].